This data is from the Open Reaction Database (ORD), a public repository of structured organic reaction records. The task is: describe an organic reaction: reactants, conditions, products, and yield Starting materials: NC=1C(=CC2=C(N(C(CNC2)=O)CC)C1)OC (8-Amino-1-ethyl-7-methoxy-1,3,4,5-tetrahydro-benzo[e][1,4]diazepin-2-one), ClC1=NC=C(C(=N1)NC1=C(C=CC=C1)S(=O)(=O)C(C)C)Cl ((2,5-Dichloro-pyrimidin-4-yl)-[2-(propane-2-sulfonyl)-phenyl]-amine), O.C1(=CC=C(C=C1)S(=O)(=O)O)C (p-toluenesulfonic acid monohydrate). Run in C(C)(C)O (isopropyl alcohol). Conditions: temperature 130 celsius. Yields the product ClC=1C(=NC(=NC1)NC=1C(=CC2=C(N(C(CNC2)=O)CC)C1)OC)NC1=C(C=CC=C1)S(=O)(=O)C(C)C (8-{5-Chloro-4-[2-(propane-2-sulfonyl)-phenylamino]-pyrimidin-2-ylamino}-1-ethyl-7-methoxy-1,3,4,5-tetrahydro-benzo[e][1,4]diazepin-2-one), product. Yield: 19.0%. RXN SMILES: [NH2:1][C:2]1[C:3]([O:16][CH3:17])=[CH:4][C:5]2[CH2:11][NH:10][CH2:9][C:8](=[O:12])[N:7]([CH2:13][CH3:14])[C:6]=2[CH:15]=1.Cl[C:19]1[N:24]=[C:23]([NH:25][C:26]2[CH:31]=[CH:30][CH:29]=[CH:28][C:27]=2[S:32]([CH:35]([CH3:37])[CH3:36])(=[O:34])=[O:33])[C:22]([Cl:38])=[CH:21][N:20]=1.O.C1(C)C=CC(S(O)(=O)=O)=CC=1>C(O)(C)C>[Cl:38][C:22]1[C:23]([NH:25][C:26]2[CH:31]=[CH:30][CH:29]=[CH:28][C:27]=2[S:32]([CH:35]([CH3:37])[CH3:36])(=[O:34])=[O:33])=[N:24][C:19]([NH:1][C:2]2[C:3]([O:16][CH3:17])=[CH:4][C:5]3[CH2:11][NH:10][CH2:9][C:8](=[O:12])[N:7]([CH2:13][CH3:14])[C:6]=3[CH:15]=2)=[N:20][CH:21]=1 |f:2.3|. Procedure: The title compound was prepared from 8-Amino-1-ethyl-7-methoxy-1,3,4,5-tetrahydro-benzo[e][1,4]diazepin-2-one (0.095 g, 0.0004 mol), (2,5-Dichloro-pyrimidin-4-yl)-[2-(propane-2-sulfonyl)-phenyl]-amine (0.127 g, 0.000367 mol), p-toluenesulfonic acid monohydrate (0.17 g, 0.00089 mol) and isopropyl alcohol (4 mL). The mixture was heated in a microwave at 130° C. for 30 min. The reaction was evaporated and the residue treated with a 10% sodium carbonate solution and DCM, separated, washed, dried and... The reactants are C(C1=CC=CC=C1)C1=CC=C(C(N1CC(=O)O)=O)NC(CCC1=CC=CC=C1)=O ([6-Benzyl-1,2-dihydro-2-oxo-3-(3-phenylpropionyl)amino-1-pyridyl]acetic acid), C(C=C)OC(=O)NC(CC(=O)OC(C)(C)C)C(COCC1=C(C=CC=C1)Cl)=O (t-butyl N-(allyloxycarbonyl)-3-amino-5-(2-chlorophenyl-methoxyl)-4-oxo-pentanoate). The product is C(C1=CC=CC=C1)C1=CC=C(C(N1CC(=O)NC(CC(=O)O)C(COCC1=C(C=CC=C1)Cl)=O)=O)NC(CCC1=CC=CC=C1)=O (N-2-(6-Benzyl-1,2-dihydro-2-oxo-3-(3-phenylpropionyl)amino-1-pyridyl)acetyl-3-amino-5-(2-chlorobenzyloxy)-4-oxo-pentanoic acid). RXN SMILES: [CH2:1]([C:8]1[N:13]([CH2:14]C(O)=O)[C:12](=[O:18])[C:11]([NH:19][C:20](=[O:29])[CH2:21][CH2:22][C:23]2[CH:28]=[CH:27][CH:26]=[CH:25][CH:24]=2)=[CH:10][CH:9]=1)[C:2]1[CH:7]=[CH:6][CH:5]=[CH:4][CH:3]=1.C(O[C:34]([NH:36][CH:37]([C:46](=[O:57])[CH2:47][O:48][CH2:49][C:50]1[CH:55]=[CH:54][CH:53]=[CH:52][C:51]=1[Cl:56])[CH2:38][C:39]([O:41]C(C)(C)C)=[O:40])=[O:35])C=C>>[CH2:1]([C:8]1[N:13]([CH2:14][C:34]([NH:36][CH:37]([C:46](=[O:57])[CH2:47][O:48][CH2:49][C:50]2[CH:55]=[CH:54][CH:53]=[CH:52][C:51]=2[Cl:56])[CH2:38][C:39]([OH:41])=[O:40])=[O:35])[C:12](=[O:18])[C:11]([NH:19][C:20](=[O:29])[CH2:21][CH2:22][C:23]2[CH:24]=[CH:25][CH:26]=[CH:27][CH:28]=2)=[CH:10][CH:9]=1)[C:2]1[CH:7]=[CH:6][CH:5]=[CH:4][CH:3]=1. Procedure: N-2-(6-Benzyl-1,2-dihydro-2-oxo-3-(3-phenylpropionyl)amino-1-pyridyl)acetyl-3-amino-5-(2-chlorobenzyloxy)-4-oxo-pentanoic acid (90) was prepared from 52b and (3S) t-butyl N-(allyloxycarbonyl)-3-amino-5-(2-chlorophenyl-methoxyl)-4-oxo-pentanoate (prepared by a similar method as 82) to give a white solid: 1H NMR (DMSO-d6) δ 9.2 (s, 1H), 8.75 (d, 1H), 7.7-7.1 (m, 14H), 6.4 (d, 1H), 4.65 (d, 6H), 4.56 (s, 1H), 4.6-4.35 (dd, 1H), 3.9 (s, 2H), 2.9-2.6 (m, 6H) Reactants: O1C(CCCC1)OCCC(=O)O (3-(tetrahydro-2H-pyran-2-yloxy) propanoic acid), TEA, C1=CC=C(C=C1)CBr (BnBr). Run in C(Cl)Cl (CH2Cl2). Run at time 8 hour. The product is O1C(CCCC1)OCCC(=O)OCC1=CC=CC=C1 (benzyl 3-(tetrahydro-2H-pyran-2-yloxy)propanoate). The yield is 17.9%. RXN SMILES: [O:1]1[CH2:6][CH2:5][CH2:4][CH2:3][CH:2]1[O:7][CH2:8][CH2:9][C:10]([OH:12])=[O:11].[CH:13]1[CH:18]=[CH:17][C:16]([CH2:19]Br)=[CH:15][CH:14]=1>C(Cl)Cl>[O:1]1[CH2:6][CH2:5][CH2:4][CH2:3][CH:2]1[O:7][CH2:8][CH2:9][C:10]([O:12][CH2:19][C:16]1[CH:17]=[CH:18][CH:13]=[CH:14][CH:15]=1)=[O:11]. Procedure details: To a solution of 3-(tetrahydro-2H-pyran-2-yloxy) propanoic acid (1 g, 5.7 mmol) and TEA (0.863 g, 8.55 mmol, Shantou Xilong chemical factory) in 50 mL of CH2Cl2 was added BnBr (0.98 g, 5.7 mmol, Aldrich) via a syringe at 0° C. After stirring at rt overnight, the reaction mixture was quenched with 20 mL of water, and was extracted with ethyl acetate (50 mL×3). The combined organic phases were dried over Na2SO4 and concentrated in vacuo. The residue was purified by a silica gel column chromatograp... Reactants: CC=1NC=CN1 (2-methylimidazole), ClC=1N=C(C2=C(N1)SC(=C2)C)NCC2=CC(=C(C=C2)OC)Cl (2-chloro-6-methyl-4-(3-chloro-4-methoxybenzylamino)-thieno-[2,3-d]-pyrimidine). Yields the product CC=1N(C=CN1)C=1N=C(C2=C(N1)SC(=C2)C)NCC2=CC(=C(C=C2)OC)Cl (2-(2-methylimidazol-1-yl)-6-methyl-4-(3-chloro-4-methoxybenzylamino)-thieno-[2,3-d]-pyrimidine). Reaction SMILES: [CH3:1][C:2]1[NH:3][CH:4]=[CH:5][N:6]=1.Cl[C:8]1[N:9]=[C:10]([NH:18][CH2:19][C:20]2[CH:25]=[CH:24][C:23]([O:26][CH3:27])=[C:22]([Cl:28])[CH:21]=2)[C:11]2[CH:16]=[C:15]([CH3:17])[S:14][C:12]=2[N:13]=1>>[CH3:1][C:2]1[N:3]([C:8]2[N:9]=[C:10]([NH:18][CH2:19][C:20]3[CH:25]=[CH:24][C:23]([O:26][CH3:27])=[C:22]([Cl:28])[CH:21]=3)[C:11]3[CH:16]=[C:15]([CH3:17])[S:14][C:12]=3[N:13]=2)[CH:4]=[CH:5][N:6]=1. Procedure details: Following the procedure of Example 97, the reaction of 2-methylimidazole with 2-chloro-6-methyl-4-(3-chloro-4-methoxybenzylamino)-thieno-[2,3-d]-pyrimidine gives 2-(2-methylimidazol-1-yl)-6-methyl-4-(3-chloro-4-methoxybenzylamino)-thieno-[2,3-d]-pyrimidine. Starting materials: COC(=O)CBr, CN(C)C=O, CC1CN(CCC=C2c3cc(O)ccc3OCc3ncccc32)CCC1(O)c1ccc(Cl)cc1, [H-], [Na+]. Product: COC(=O)COc1ccc2c(c1)C(=CCCN1CCC(O)(c3ccc(Cl)cc3)C(C)C1)c1cccnc1CO2. RXN SMILES: [Br:37][CH2:38][C:39](=[O:40])[O:41][CH3:42].[CH3:43][N:44]([CH3:45])[CH:46]=[O:47].[Cl:1][c:2]1[cH:3][cH:4][c:5]([C:8]2([OH:34])[CH:9]([CH3:33])[CH2:10][N:11]([CH2:14][CH2:15][CH:16]=[C:17]3[c:18]4[c:19]([cH:28][cH:29][c:30]([OH:32])[cH:31]4)[O:20][CH2:21][c:22]4[c:23]3[cH:24][cH:25][cH:26][n:27]4)[CH2:12][CH2:13]2)[cH:6][cH:7]1.[H-:35].[Na+:36]>>[Cl:1][c:2]1[cH:3][cH:4][c:5]([C:8]2([OH:34])[CH:9]([CH3:33])[CH2:10][N:11]([CH2:14][CH2:15][CH:16]=[C:17]3[c:18]4[c:19]([cH:28][cH:29][c:30]([O:32][CH2:38][C:39](=[O:40])[O:41][CH3:42])[cH:31]4)[O:20][CH2:21][c:22]4[c:23]3[cH:24][cH:25][cH:26][n:27]4)[CH2:12][CH2:13]2)[cH:6][cH:7]1. The reactants are CN1N=C(C(=C1Cl)C(=O)Cl)Cl (1-methyl-3,5-dichloropyrazole-4-carbonyl chloride), ice water, C(#N)CC=1N=C(SC1)C1=CC=CC=C1 (4-cyanomethyl-2-phenylthiazole), C(CCC)[Li] (n-butyl lithium), Cl (hydrochloric acid). Run in C1CCOC1 (THF), C1CCOC1 (THF). Reaction conditions: temperature -60 celsius, time 20 minute. Yields the product CN1N=C(C(=C1Cl)C(=C(C#N)C=1N=C(SC1)C1=CC=CC=C1)O)Cl (3-(1-methyl-3,5-dichloropyrazol-4-yl)-2-(2-phenylthiazol-4-yl)-3-hydroxyacrylonitrile). As a reaction SMILES: [C:1]([CH2:3][C:4]1[N:5]=[C:6]([C:9]2[CH:14]=[CH:13][CH:12]=[CH:11][CH:10]=2)[S:7][CH:8]=1)#[N:2].C([Li])CCC.[CH3:20][N:21]1[C:25]([Cl:26])=[C:24]([C:27](Cl)=[O:28])[C:23]([Cl:30])=[N:22]1.Cl>C1COCC1>[CH3:20][N:21]1[C:25]([Cl:26])=[C:24]([C:27]([OH:28])=[C:3]([C:4]2[N:5]=[C:6]([C:9]3[CH:14]=[CH:13][CH:12]=[CH:11][CH:10]=3)[S:7][CH:8]=2)[C:1]#[N:2])[C:23]([Cl:30])=[N:22]1. Procedure details: 0.72 g of 4-cyanomethyl-2-phenylthiazole was dissolved in 10 ml of dry THF, and 4.6 ml of n-butyl lithium (1.56 M hexane solution) was dropwise added thereto at −60° C. or lower in an argon atmosphere. After the resulting product was stirred at −60° C. or lower for 20 minutes, 0.84 g of 1-methyl-3,5-dichloropyrazole-4-carbonyl chloride as dissolved in 3 ml of dry THF was dropwise added thereto at −60° C. or lower. Then, the resulting product was gradually heated, and stirred for 4 hours at room ...